Task: describe an organic reaction: reactants, conditions, products, and yield. Dataset: the Open Reaction Database (ORD), a public repository of structured organic reaction records Reactants: CC(=O)[O-], CC(=O)[O-], C=CC1CN(C(=O)OCc2ccccc2)CC1NC(=O)OC(C)(C)C, CCOCC, C=[N+]=[N-], [Pd+2]. Yields the product CC(C)(C)OC(=O)NC1CN(C(=O)OCc2ccccc2)CC1C1CC1. RXN SMILES: [C:34]([O-:35])(=[O:36])[CH3:37].[C:39]([O-:40])(=[O:41])[CH3:42].[CH2:4]([c:5]1[cH:6][cH:7][cH:8][cH:9][cH:10]1)[O:11][C:12](=[O:13])[N:14]1[CH2:15][CH:16]([NH:21][C:22](=[O:23])[O:24][C:25]([CH3:26])([CH3:27])[CH3:28])[CH:17]([CH:19]=[CH2:20])[CH2:18]1.[CH3:29][CH2:30][O:31][CH2:32][CH3:33].[N+:1](=[N-:2])=[CH2:3].[Pd+2:38]>>[CH2:3]1[CH:19]([CH:17]2[CH:16]([NH:21][C:22](=[O:23])[O:24][C:25]([CH3:26])([CH3:27])[CH3:28])[CH2:15][N:14]([C:12]([O:11][CH2:4][c:5]3[cH:6][cH:7][cH:8][cH:9][cH:10]3)=[O:13])[CH2:18]2)[CH2:20]1. The product is Cc1ccc(OS(=O)(=O)C(F)(F)F)c2c1NC(=O)CC2. As a reaction SMILES: [Cl:35][CH2:36][Cl:37].[F:7][C:8]([F:9])([F:10])[S:11](=[O:12])(=[O:13])[O:14][S:15]([C:16]([F:17])([F:18])[F:19])(=[O:20])=[O:21].[OH:22][c:23]1[c:24]2[c:29]([c:30]([CH3:33])[cH:31][cH:32]1)[NH:28][C:27](=[O:34])[CH2:26][CH2:25]2.[cH:1]1[cH:2][cH:3][n:4][cH:5][cH:6]1>>[F:7][C:8]([F:9])([F:10])[S:11](=[O:12])(=[O:13])[O:14][c:23]1[c:24]2[c:29]([c:30]([CH3:33])[cH:31][cH:32]1)[NH:28][C:27](=[O:34])[CH2:26][CH2:25]2. Starting materials: ClCCl, O=S(=O)(OS(=O)(=O)C(F)(F)F)C(F)(F)F, Cc1ccc(O)c2c1NC(=O)CC2, c1ccncc1. Procedure details: Preparation according to Preparation 16 using 4-[(trifluoromethyl)sulfonyl]phenol (4.5 g, 23.2 mmol), acetic anhydride (13.4 g, 130 mmol) and pyridine (10.6 ml, 130 mmol). Crude yield: 6.8 g. MS m/z (rel. intensity, 70 eV) 268 (M+, 6), 157 (bp), 93 (84), 65 (52), 64 (43). RXN SMILES: [F:1][C:2]([F:14])([F:13])[S:3]([C:6]1[CH:11]=[CH:10][C:9]([OH:12])=[CH:8][CH:7]=1)(=[O:5])=[O:4].[C:15](OC(=O)C)(=[O:17])[CH3:16].N1C=CC=CC=1>>[C:15]([O:12][C:9]1[CH:8]=[CH:7][C:6]([S:3]([C:2]([F:13])([F:1])[F:14])(=[O:4])=[O:5])=[CH:11][CH:10]=1)(=[O:17])[CH3:16]. The reactants are FC(S(=O)(=O)C1=CC=C(C=C1)O)(F)F (4-[(trifluoromethyl)sulfonyl]phenol), C(C)(=O)OC(C)=O (acetic anhydride), N1=CC=CC=C1 (pyridine), ( 84 ), ( 52 ), ( 43 ). Product: C(C)(=O)OC1=CC=C(C=C1)S(=O)(=O)C(F)(F)F (4-[(TRIFLUOROMETHYL)SULFONYL]PHENYL ACETATE). The reactants are CC(=O)Nc1nc(C=Cc2cccc(CC(=O)O)c2)cs1, C, CO, C1CCOC1, [Pd]. Yields the product CC(=O)Nc1nc(CCc2cccc(CC(=O)O)c2)cs1. Reaction SMILES: [C:1]([CH3:2])(=[O:3])[NH:4][c:5]1[s:6][cH:7][c:8]([CH:10]=[CH:11][c:12]2[cH:13][c:14]([CH2:18][C:19](=[O:20])[OH:21])[cH:15][cH:16][cH:17]2)[n:9]1.[C:29].[CH3:27][OH:28].[O:22]1[CH2:23][CH2:24][CH2:25][CH2:26]1.[Pd:30]>>[C:1]([CH3:2])(=[O:3])[NH:4][c:5]1[s:6][cH:7][c:8]([CH2:10][CH2:11][c:12]2[cH:13][c:14]([CH2:18][C:19](=[O:20])[OH:21])[cH:15][cH:16][cH:17]2)[n:9]1.